From a dataset of the Open Reaction Database (ORD), a public repository of structured organic reaction records. describe an organic reaction: reactants, conditions, products, and yield The reactants are O=C([O-])[O-], CN(C)C=O, Cc1cc(Cl)nn(C)c1=O, [Na+], [Na+], O, CC(c1ccc(B2OC(C)(C)C(C)(C)O2)cc1)N1CCC(CC(C)(C)O)(c2ccccc2)OC1=O. Yields the product Cc1cc(-c2ccc(C(C)N3CCC(CC(C)(C)O)(c4ccccc4)OC3=O)cc2)nn(C)c1=O. RXN SMILES: [C:1](=[O:2])([O-:3])[O-:4].[CH3:53][N:54]([CH3:55])[CH:56]=[O:57].[Cl:42][c:43]1[cH:44][c:45]([CH3:51])[c:46](=[O:50])[n:47]([CH3:49])[n:48]1.[Na+:5].[Na+:6].[OH2:52].[OH:7][C:8]([CH2:9][C:10]1([c:34]2[cH:35][cH:36][cH:37][cH:38][cH:39]2)[CH2:11][CH2:12][N:13]([CH:17]([CH3:18])[c:19]2[cH:20][cH:21][c:22]([B:25]3[O:26][C:27]([CH3:28])([CH3:29])[C:30]([CH3:31])([CH3:32])[O:33]3)[cH:23][cH:24]2)[C:14](=[O:16])[O:15]1)([CH3:40])[CH3:41]>>[OH:7][C:8]([CH2:9][C:10]1([c:34]2[cH:35][cH:36][cH:37][cH:38][cH:39]2)[CH2:11][CH2:12][N:13]([CH:17]([CH3:18])[c:19]2[cH:20][cH:21][c:22](-[c:43]3[cH:44][c:45]([CH3:51])[c:46](=[O:50])[n:47]([CH3:49])[n:48]3)[cH:23][cH:24]2)[C:14](=[O:16])[O:15]1)([CH3:40])[CH3:41]. Reactants: Brc1cnc2ccccc2c1, CC(C)(C)OC(=O)N1CC2CC1CN2. Product: CC(C)(C)OC(=O)N1CC2CC1CN2c1cnc2ccccc2c1. As a reaction SMILES: [Br:15][c:16]1[cH:17][n:18][c:19]2[cH:20][cH:21][cH:22][cH:23][c:24]2[cH:25]1.[CH:1]12[N:2]([C:8](=[O:9])[O:10][C:11]([CH3:12])([CH3:13])[CH3:14])[CH2:3][CH:4]([NH:5][CH2:6]1)[CH2:7]2>>[CH:1]12[N:2]([C:8](=[O:9])[O:10][C:11]([CH3:12])([CH3:13])[CH3:14])[CH2:3][CH:4]([N:5]([c:16]3[cH:17][n:18][c:19]4[cH:20][cH:21][cH:22][cH:23][c:24]4[cH:25]3)[CH2:6]1)[CH2:7]2. Reactants: BrB(Br)Br, CCOC(=O)c1cc(-c2ccc(OC)c(C#N)c2)ns1, ClCCl. Yields the product CCOC(=O)c1cc(-c2ccc(O)c(C#N)c2)ns1. As a reaction SMILES: [B:1]([Br:2])([Br:3])[Br:4].[C:5](#[N:6])[c:7]1[cH:8][c:9](-[c:15]2[n:16][s:17][c:18]([C:20](=[O:21])[O:22][CH2:23][CH3:24])[cH:19]2)[cH:10][cH:11][c:12]1[O:13][CH3:14].[Cl:25][CH2:26][Cl:27]>>[C:5](#[N:6])[c:7]1[cH:8][c:9](-[c:15]2[n:16][s:17][c:18]([C:20](=[O:21])[O:22][CH2:23][CH3:24])[cH:19]2)[cH:10][cH:11][c:12]1[OH:13]. Reactants: O=C([O-])[O-], O=C(Cl)OCc1ccccc1, CCOC(C)=O, [K+], [K+], CC(N)CO, O. Yields the product CC(CO)NC(=O)OCc1ccccc1. As a reaction SMILES: [C:17](=[O:18])([O-:19])[O-:20].[CH2:1]([c:2]1[cH:3][cH:4][cH:5][cH:6][cH:7]1)[O:8][C:9](=[O:10])[Cl:11].[CH3:23][CH2:24][O:25][C:26](=[O:27])[CH3:28].[K+:21].[K+:22].[NH2:12][CH:13]([CH3:14])[CH2:15][OH:16].[OH2:29]>>[CH2:1]([c:2]1[cH:3][cH:4][cH:5][cH:6][cH:7]1)[O:8][C:9](=[O:10])[NH:12][CH:13]([CH3:14])[CH2:15][OH:16]. The reactants are CCO, CCOC(=O)c1ncn2c1CNC(=O)c1c(Cl)cccc1-2, Cl, [Na+], [OH-], O. Yields the product O=C(O)c1ncn2c1CNC(=O)c1c(Cl)cccc1-2. Reaction SMILES: [CH3:24][CH2:25][OH:26].[Cl:1][c:2]1[cH:3][cH:4][cH:5][c:6]2[c:7]1[C:8](=[O:21])[NH:9][CH2:10][c:11]1[n:12]-2[cH:13][n:14][c:15]1[C:16](=[O:17])[O:18][CH2:19][CH3:20].[ClH:27].[Na+:23].[OH-:22].[OH2:28]>>[Cl:1][c:2]1[cH:3][cH:4][cH:5][c:6]2[c:7]1[C:8](=[O:21])[NH:9][CH2:10][c:11]1[n:12]-2[cH:13][n:14][c:15]1[C:16](=[O:17])[OH:18]. Yields the product O=C(O)c3ccc2cc(c1ccccc1)ccc2c3. The reactants are CC(C)(C)C(=O)Oc3ccc2cc(c1ccccc1)ccc2c3 (substrate), O=C=O (effective_coupling_partner). Conditions: temperature 80 celsius, time 48 hour. The reagents and catalysts are dppf. Starting materials: OB(O)O, [Br-], FC(F)(F)Oc1ccc(Br)cc1, O=C([O-])[O-], CCCCCC1CCC(c2cc(F)c(I)c(F)c2)CC1, CCCCCC1CCC(=O)CC1, C1CCOC1, C1CCOC1, COB(OC)OC, [Li]CCCC, CN(C)CCN(C)C, Cc1ccccc1, Cl, Fc1cc(F)cc([Mg+])c1, I, [Na+], [Na+], O. The product is CCCCCC1CCC(c2cc(F)c(-c3ccc(OC(F)(F)F)cc3)c(F)c2)CC1. Reaction SMILES: [B:21]([OH:22])([OH:23])[OH:24].[Br-:57].[Br:1][c:2]1[cH:3][cH:4][c:5]([O:8][C:9]([F:10])([F:11])[F:12])[cH:6][cH:7]1.[C:73](=[O:74])([O-:75])[O-:76].[CH2:25]([CH2:26][CH2:27][CH2:28][CH3:29])[CH:30]1[CH2:31][CH2:32][CH:33]([c:36]2[cH:37][c:38]([F:44])[c:39]([I:43])[c:40]([F:42])[cH:41]2)[CH2:34][CH2:35]1.[CH2:45]([CH:46]1[CH2:47][CH2:48][C:49](=[O:50])[CH2:51][CH2:52]1)[CH2:53][CH2:54][CH2:55][CH3:56].[CH2:79]1[O:80][CH2:81][CH2:82][CH2:83]1.[CH2:84]1[O:85][CH2:86][CH2:87][CH2:88]1.[CH3:13][O:14][B:15]([O:16][CH3:17])[O:18][CH3:19].[CH3:67][CH2:68][CH2:69][CH2:70][Li:71].[CH3:89][N:90]([CH3:91])[CH2:92][CH2:93][N:94]([CH3:95])[CH3:96].[CH3:97][c:98]1[cH:99][cH:100][cH:101][cH:102][cH:103]1.[ClH:20].[F:58][c:59]1[cH:60][c:61]([Mg+:62])[cH:63][c:64]([F:65])[cH:66]1.[I:72].[Na+:77].[Na+:78].[OH2:104]>>[c:2]1(-[c:39]2[c:38]([F:44])[cH:37][c:36]([CH:33]3[CH2:32][CH2:31][CH:30]([CH2:25][CH2:26][CH2:27][CH2:28][CH3:29])[CH2:35][CH2:34]3)[cH:41][c:40]2[F:42])[cH:3][cH:4][c:5]([O:8][C:9]([F:10])([F:11])[F:12])[cH:6][cH:7]1. Reactants: CC(=CC[C@H]1[C@](O1)(C)[C@H]2[C@@H]([C@@H](CC[C@]23CO3)OC(=O)NC(=O)CCl)OC)C (O-chloroacetylcarbamoyl fumagillol), aqueous solution, CS (methanethiol), [Na] (sodium). Solvent: C(C)O (ethanol). Yields the product C(N)(=O)OC1C(C(C(CC1)(O)CSC)C1(C(CC=C(C)C)O1)C)OC (4-O-carbamoyl-2-(1,2-epoxy-1,5-dimethyl-4-hexenyl) -3-methoxy-1-methylthiomethyl-1,4-cyclohexanediol). Isolated yield 70.0%. As a reaction SMILES: [CH3:1][C:2]([CH3:27])=[CH:3][CH2:4][C@@H:5]1[O:7][C@:6]1([C@@H:9]1[C@:14]2([O:16][CH2:15]2)[CH2:13][CH2:12][C@@H:11]([O:17][C:18]([NH:20]C(CCl)=O)=[O:19])[C@H:10]1[O:25][CH3:26])[CH3:8].[CH3:28][SH:29].[Na]>C(O)C>[C:18]([O:17][CH:11]1[CH2:12][CH2:13][C:14]([CH2:15][S:29][CH3:28])([OH:16])[CH:9]([C:6]2([CH3:8])[O:7][CH:5]2[CH2:4][CH:3]=[C:2]([CH3:27])[CH3:1])[CH:10]1[O:25][CH3:26])(=[O:19])[NH2:20] |^1:29|. Procedure: To a solution of O-chloroacetylcarbamoyl fumagillol (209 mg) in ethanol (2 ml) was added a 15% aqueous solution of methanethiol.sodium salt (500 μl), and the mixture was stirred for one hour at room temperatures. The reaction mixture was concentrated, to which was added ethyl acetate. The organic layer was washed with water and a saturated aqueous solution of sodium chloride, followed by drying over anhydrous magnesium sulfate. The solvent was distilled off under reduced pressure, and the residu...